This data is from the Open Reaction Database (ORD), a public repository of structured organic reaction records. The task is: describe an organic reaction: reactants, conditions, products, and yield The solvent is COCCOC (DME), CCOC(=O)C (EtOAc). The yield is 118.5%. Starting materials: C(Cl)Cl (CH2Cl2), C(=O)([O-])[O-].[Na+].[Na+] (Na2CO3), BrC=1C(=NC=C(N1)Br)N (3,5-dibromopyrazin-2-amine), OC[C@H](C1=CC=CC=C1)NC(C1=CC=C(C=C1)B1OC(C(O1)(C)C)(C)C)=O ((S)—N-(2-hydroxy-1-phenylethyl)-4-(4,4,5,5-tetramethyl-1,3,2-dioxaborolan-2-yl)benzamide). The reagents and catalysts are C1=CC=C(C=C1)P([C-]2C=CC=C2)C3=CC=CC=C3.C1=CC=C(C=C1)P([C-]2C=CC=C2)C3=CC=CC=C3.Cl[Pd]Cl.[Fe+2] (PdCl2(dppf)). Reaction SMILES: Br[C:2]1[C:3]([NH2:9])=[N:4][CH:5]=[C:6]([Br:8])[N:7]=1.[OH:10][CH2:11][C@@H:12]([NH:19][C:20](=[O:36])[C:21]1[CH:26]=[CH:25][C:24](B2OC(C)(C)C(C)(C)O2)=[CH:23][CH:22]=1)[C:13]1[CH:18]=[CH:17][CH:16]=[CH:15][CH:14]=1.C(Cl)Cl.C([O-])([O-])=O.[Na+].[Na+]>COCCOC.C1C=CC(P(C2C=CC=CC=2)[C-]2C=CC=C2)=CC=1.C1C=CC(P(C2C=CC=CC=2)[C-]2C=CC=C2)=CC=1.Cl[Pd]Cl.[Fe+2].CCOC(C)=O>[NH2:9][C:3]1[C:2]([C:24]2[CH:25]=[CH:26][C:21]([C:20]([NH:19][C@@H:12]([C:13]3[CH:18]=[CH:17][CH:16]=[CH:15][CH:14]=3)[CH2:11][OH:10])=[O:36])=[CH:22][CH:23]=2)=[N:7][C:6]([Br:8])=[CH:5][N:4]=1 |f:3.4.5,7.8.9.10|. Procedure details: To a solution of 3,5-dibromopyrazin-2-amine (826 mg, 3.27 mmol), (S)—N-(2-hydroxy-1-phenylethyl)-4-(4,4,5,5-tetramethyl-1,3,2-dioxaborolan-2-yl)benzamide (600 mg, 1.634 mmol), and PdCl2(dppf).CH2Cl2 adduct (133 mg, 0.163 mmol) in DME (12.3 mL) was added 2 M Na2CO3 (4.08 mL). The reaction mixture was heated at microwave synthesizer (120° C., 10 min). The reaction mixture was worked uup with EtOAc. The organic layer was washed with sat NaHCO3, water and brine, dried over Na2SO4, filtered off, conc... Yields the product NC=1C(=NC(=CN1)Br)C1=CC=C(C(=O)N[C@H](CO)C2=CC=CC=C2)C=C1 ((S)-4-(3-amino-6-bromopyrazin-2-yl)-N-(2-hydroxy-1-phenylethyl)benzamide). Reaction conditions: temperature 120 celsius. Reactants: material II, C1(=CC=CC=C1)C1SC2=C(NC(C1)=O)C=CC=C2 (2,3-dihydro-2-phenyl-1,5-benzothiazepin-4(5H)-one), BrN1C(CCC1=O)=O (N-bromosuccinimide). Product: BrC1=C(SC2=C(NC1=O)C=CC=C2)C2=CC=CC=C2 (3-bromo-2-phenyl-1,5-benzothiazepin-4(5H)-one). As a reaction SMILES: [C:1]1([CH:7]2[CH2:13][C:12](=[O:14])[NH:11][C:10]3[CH:15]=[CH:16][CH:17]=[CH:18][C:9]=3[S:8]2)[CH:6]=[CH:5][CH:4]=[CH:3][CH:2]=1.[Br:19]N1C(=O)CCC1=O>>[Br:19][C:13]1[C:12](=[O:14])[NH:11][C:10]2[CH:15]=[CH:16][CH:17]=[CH:18][C:9]=2[S:8][C:7]=1[C:1]1[CH:2]=[CH:3][CH:4]=[CH:5][CH:6]=1. Reported procedure: Alternatively, the starting material II may be prepared by reacting 2,3-dihydro-2-phenyl-1,5-benzothiazepin-4(5H)-one (prepared as disclosed by Krapcho et al, J. Med. Chem., 6, 544 (1963)) with N-bromosuccinimide to form 3-bromo-2-phenyl-1,5-benzothiazepin-4(5H)-one which is then reacted with cuprous cyanide in the presence of a solvent such as dimethylformamide to form the 1,2-dihydro-2-oxo-4-phenyl-3-quinolinecarbonitrile starting material. Yields the product Cn1cccc1CCNS(=O)(=O)c1cc(Cl)c(Cl)cc1Cl. Reaction SMILES: [Cl:10][c:11]1[c:12]([S:19](=[O:20])(=[O:21])[Cl:22])[cH:13][c:14]([Cl:18])[c:15]([Cl:17])[cH:16]1.[NH2:1][CH2:2][CH2:3][c:4]1[n:5]([CH3:9])[cH:6][cH:7][cH:8]1>>[NH:1]([CH2:2][CH2:3][c:4]1[n:5]([CH3:9])[cH:6][cH:7][cH:8]1)[S:19]([c:12]1[c:11]([Cl:10])[cH:16][c:15]([Cl:17])[c:14]([Cl:18])[cH:13]1)(=[O:20])=[O:21]. Starting materials: O=S(=O)(Cl)c1cc(Cl)c(Cl)cc1Cl, Cn1cccc1CCN. The reactants are CCCCO, Cc1cc(Nc2cc(Cl)nc(Sc3ccc(NC(=O)C4CCCC4)cc3)n2)[nH]n1, CCOC(C)=O, OC1(C2CC2)CNC1, CCN(C(C)C)C(C)C, Cl. Yields the product Cc1cc(Nc2cc(N3CC(O)(C4CC4)C3)nc(Sc3ccc(NC(=O)C4CCCC4)cc3)n2)[nH]n1. RXN SMILES: [CH2:48]([OH:49])[CH2:50][CH2:51][CH3:52].[CH3:1][c:2]1[n:3][nH:4][c:5]([NH:7][c:8]2[n:9][c:10]([S:15][c:16]3[cH:17][cH:18][c:19]([NH:22][C:23](=[O:24])[CH:25]4[CH2:26][CH2:27][CH2:28][CH2:29]4)[cH:20][cH:21]3)[n:11][c:12]([Cl:14])[cH:13]2)[cH:6]1.[CH3:53][CH2:54][O:55][C:56]([CH3:57])=[O:58].[CH:31]1([C:34]2([OH:38])[CH2:35][NH:36][CH2:37]2)[CH2:32][CH2:33]1.[CH:39]([N:40]([CH:41]([CH3:42])[CH3:43])[CH2:44][CH3:45])([CH3:46])[CH3:47].[ClH:30]>>[CH3:1][c:2]1[n:3][nH:4][c:5]([NH:7][c:8]2[n:9][c:10]([S:15][c:16]3[cH:17][cH:18][c:19]([NH:22][C:23](=[O:24])[CH:25]4[CH2:26][CH2:27][CH2:28][CH2:29]4)[cH:20][cH:21]3)[n:11][c:12]([N:36]3[CH2:35][C:34]([CH:31]4[CH2:32][CH2:33]4)([OH:38])[CH2:37]3)[cH:13]2)[cH:6]1. The reactants are CC1(CC1)C(=O)C=CC1=CC2=C(C=C1)OCO2 (2-(3,4-methylenedioxyphenyl)vinyl 1-methylcyclopropyl ketone), [H-].[Al+3].[Li+].[H-].[H-].[H-] (lithium aluminum hydride), B1. Product: C1OC=2C=C(C=CC2O1)CCC(O)C1(CC1)C (2-(3,4-Methylenedioxyphenyl)ethyl 1-methylcyclopropyl carbinol). Reaction SMILES: [CH3:1][C:2]1([C:5]([CH:7]=[CH:8][C:9]2[CH:14]=[CH:13][C:12]3[O:15][CH2:16][O:17][C:11]=3[CH:10]=2)=[O:6])[CH2:4][CH2:3]1.[H-].[Al+3].[Li+].[H-].[H-].[H-]>>[CH2:16]1[O:15][C:12]2[CH:13]=[CH:14][C:9]([CH2:8][CH2:7][CH:5]([C:2]3([CH3:1])[CH2:3][CH2:4]3)[OH:6])=[CH:10][C:11]=2[O:17]1 |f:1.2.3.4.5.6|. Procedure details: 2-(3,4-Methylenedioxyphenyl)ethyl 1-methylcyclopropyl carbinol [IV; Ar is 3,4-methylenedioxyphenyl, R is CH3 ] was prepared from 23.4 g. of 2-(3,4-methylenedioxyphenyl)vinyl 1-methylcyclopropyl ketone (Preparation A3) and 3.88 g. of lithium aluminum hydride according to the procedure described above in Preparation B1, affording 18.8 g., b.p. 120°-130° C. (0.003 mm.).